Task: describe an organic reaction: reactants, conditions, products, and yield. Dataset: the Open Reaction Database (ORD), a public repository of structured organic reaction records Starting materials: NC1=NC(=C(N=C1[N+](=O)[O-])[N+](=O)[O-])N (2,6-Diamino 3,5-dinitro pyrazine), [H][H] (hydrogen). The reagents and catalysts are [Pd] (palladium on carbon). Run in O (water). Reaction conditions: time 24 hour. Product: NC1=NC(=C(N=C1N)N)N (2,3,5,6-tetramino pyrazine). RXN SMILES: [NH2:1][C:2]1[C:7]([N+:8]([O-])=O)=[N:6][C:5]([N+:11]([O-])=O)=[C:4]([NH2:14])[N:3]=1.[H][H]>[Pd].O>[NH2:1][C:2]1[C:7]([NH2:8])=[N:6][C:5]([NH2:11])=[C:4]([NH2:14])[N:3]=1. Procedure details: 2,6-Diamino 3,5-dinitro pyrazine (150 g, 75 mmol), 5% palladium on carbon (2.0 g) and deoxygenated water (200 mL) was added to a parr shaker and charged with 50 psi of hydrogen and allowed to shake at room temperature tor 24 hours. The reaction mixture was added to deoxygenated boiling water (750 mL) and filtered hot. The filtrate was allowed to cool to room temperature and the resulting solid was recrystallized from concentrated HCl (16.1 g, 80.1%). Crystal exists as a trihydrogen chloride mono...